From a dataset of the Open Reaction Database (ORD), a public repository of structured organic reaction records. describe an organic reaction: reactants, conditions, products, and yield Reaction SMILES: [C:1]([C:5]1[O:9][N:8]=[C:7]([NH:10][C:11]2[CH:16]=[CH:15][N:14]=[C:13](Cl)[N:12]=2)[CH:6]=1)([CH3:4])([CH3:3])[CH3:2].[NH2:18][C:19]1[CH:20]=[C:21]([S:25]([NH2:28])(=[O:27])=[O:26])[CH:22]=[CH:23][CH:24]=1.CC(O)C>CS(C)=O>[C:1]([C:5]1[O:9][N:8]=[C:7]([NH:10][C:11]2[CH:16]=[CH:15][N:14]=[C:13]([NH:18][C:19]3[CH:20]=[C:21]([S:25]([NH2:28])(=[O:26])=[O:27])[CH:22]=[CH:23][CH:24]=3)[N:12]=2)[CH:6]=1)([CH3:4])([CH3:3])[CH3:2]. Procedure details: To a slurry of (5-t-butyl-isoxazol-3-yl)-(2-chloro-pyrimidin-4-yl)-amine (Example 2, Step A) (0.120 mg, 0.47 mmol) in DMSO (0.120 mL) was added 3-aminobenzenesulfonamide (0.082 g, 0.47 mmol). The reaction mixture was heated at 120° C. in a sealed tube for 1 h at which time TLC indicated the disappearance of starting material. IPA (5 mL) was added and the mixture was filtered and washed with IPA (2×1 mL) to yield the title compound as a white solid. Reactants: C(C)(C)(C)C1=CC(=NO1)NC1=NC(=NC=C1)Cl ((5-t-Butyl-isoxazol-3-yl)-(2-chloro-pyrimidin-4-yl)-amine), NC=1C=C(C=CC1)S(=O)(=O)N (3-aminobenzenesulfonamide), CC(C)O (IPA). Run in CS(=O)C (DMSO). Reaction conditions: temperature 120 celsius. Yields the product C(C)(C)(C)C1=CC(=NO1)NC1=NC(=NC=C1)NC=1C=C(C=CC1)S(=O)(=O)N (3-[4-(5-t-Butyl-isoxazol-3-ylamino)-pyrimidin-2-ylamino]-benzenesulfonamide). The reactants are C(C)(C)(C)NS(=O)(=O)C1=CN=C(S1)C=1N=CN(C1)C1=NC(=CC(=C1)C1=CC=C(C=C1)C(F)(F)F)C(F)(F)F (2-{1-[6-Trifluoromethyl-4-(4-trifluoromethyl-phenyl)-pyridin-2-yl]-1H-imidazol-4-yl}-thiazole-5-sulfonic acid tert-butylamide), C(=O)(C(F)(F)F)O (TFA). Run at temperature 23 celsius, time 16 hour. The product is FC(C1=CC(=CC(=N1)N1C=NC(=C1)C=1SC(=CN1)S(=O)(=O)N)C1=CC=C(C=C1)C(F)(F)F)(F)F (2-{1-[6-Trifluoromethyl-4-(4-trifluoromethyl-phenyl)-pyridin-2-yl]-1H-imidazol-4-yl}-thiazole-5-sulfonic acid amide). Yield: 88.9%. As a reaction SMILES: C([NH:5][S:6]([C:9]1[S:13][C:12]([C:14]2[N:15]=[CH:16][N:17]([C:19]3[CH:24]=[C:23]([C:25]4[CH:30]=[CH:29][C:28]([C:31]([F:34])([F:33])[F:32])=[CH:27][CH:26]=4)[CH:22]=[C:21]([C:35]([F:38])([F:37])[F:36])[N:20]=3)[CH:18]=2)=[N:11][CH:10]=1)(=[O:8])=[O:7])(C)(C)C.C(O)(C(F)(F)F)=O>>[F:38][C:35]([F:36])([F:37])[C:21]1[N:20]=[C:19]([N:17]2[CH:18]=[C:14]([C:12]3[S:13][C:9]([S:6]([NH2:5])(=[O:7])=[O:8])=[CH:10][N:11]=3)[N:15]=[CH:16]2)[CH:24]=[C:23]([C:25]2[CH:26]=[CH:27][C:28]([C:31]([F:32])([F:33])[F:34])=[CH:29][CH:30]=2)[CH:22]=1. Procedure: To 2-{1-[6-trifluoromethyl-4-(4-trifluoromethyl-phenyl)-pyridin-2-yl]-1H-imidazol-4-yl}-thiazole-5-sulfonic acid tert-butylamide (example 302) (0.150 g, 0.260 mmol) was added TFA (5 mL) and the reaction mixture was stirred at 23° C. for 16 h. The mixture was evaporated to dryness and partitioned between TBME and saturated NaHCO3 solution, the organic layer was dried over Na2SO4. Removal of the solvent in vacuum left a crude product which was triturated with diethyl ether to give the title compou... Starting materials: O=C(O)c1cc(F)cnc1COc1ccc(Cl)cc1, Cl, COC(=O)c1ccc(C(C)N)cc1. The product is COC(=O)c1ccc(C(C)NC(=O)c2cc(F)cnc2COc2ccc(Cl)cc2)cc1. RXN SMILES: [Cl:1][c:2]1[cH:3][cH:4][c:5]([O:6][CH2:7][c:8]2[c:9]([C:10](=[O:11])[OH:12])[cH:13][c:14]([F:17])[cH:15][n:16]2)[cH:18][cH:19]1.[ClH:20].[NH2:21][CH:22]([CH3:23])[c:24]1[cH:25][cH:26][c:27]([C:28](=[O:29])[O:30][CH3:31])[cH:32][cH:33]1>>[Cl:1][c:2]1[cH:3][cH:4][c:5]([O:6][CH2:7][c:8]2[c:9]([C:10](=[O:12])[NH:21][CH:22]([CH3:23])[c:24]3[cH:25][cH:26][c:27]([C:28](=[O:29])[O:30][CH3:31])[cH:32][cH:33]3)[cH:13][c:14]([F:17])[cH:15][n:16]2)[cH:18][cH:19]1. Solvent: ClCCl (dichioromethane). Run at time 17 hour. The product is S(=O)(=O)(OC[C@](CCCC)(CC)N)O ((R)-2-Amino-2-ethylhexyl hydrogen sulfate). Starting materials: N[C@@](CO)(CCCC)CC ((R)-2-Amino-2-ethylhexan-1-ol), ClS(=O)(=O)O (chlorosulfonic acid). Reaction SMILES: [NH2:1][C@:2]([CH2:9][CH3:10])([CH2:5][CH2:6][CH2:7][CH3:8])[CH2:3][OH:4].Cl[S:12]([OH:15])(=[O:14])=[O:13]>ClCCl>[S:12]([OH:15])([O:4][CH2:3][C@@:2]([NH2:1])([CH2:9][CH3:10])[CH2:5][CH2:6][CH2:7][CH3:8])(=[O:14])=[O:13]. Procedure details: The product (20.0 g) from step (f) was dissolved in dichioromethane (170 ml) and treated with chlorosulfonic acid (26.8 g). The reaction mixture was stirred at room temperature for 17 hours. A major part of the solvent was removed by distillation and the resulting slurry was diluted with acetone, filtered and dried to get a white solid. 1H NMR consistent with the proposed structure. Starting materials: CC(=O)[O-], CCOC(C)=O, CCOC(=O)C#Cc1cccc(Cl)c1C1(C(=O)OCC)CCOCC1, O=C(O)C(F)(F)F, [Li+], CC(=O)[O-], CC(=O)[O-], [Pd+2]. The product is CCOC(=O)C=C(O)c1cccc(Cl)c1C1(C(=O)OCC)CCOCC1. As a reaction SMILES: [CH3:2][C:3]([O-:4])=[O:5].[CH3:38][CH2:39][O:40][C:41]([CH3:42])=[O:43].[Cl:6][c:7]1[c:8]([C:20]2([C:26](=[O:27])[O:28][CH2:29][CH3:30])[CH2:21][CH2:22][O:23][CH2:24][CH2:25]2)[c:9]([C:13]#[C:14][C:15](=[O:16])[O:17][CH2:18][CH3:19])[cH:10][cH:11][cH:12]1.[F:31][C:32]([F:33])([F:34])[C:35]([OH:36])=[O:37].[Li+:1].[O-:45][C:46]([CH3:47])=[O:48].[O-:49][C:50]([CH3:51])=[O:52].[Pd+2:44]>>[OH:4][C:13]([c:9]1[c:8]([C:20]2([C:26](=[O:27])[O:28][CH2:29][CH3:30])[CH2:21][CH2:22][O:23][CH2:24][CH2:25]2)[c:7]([Cl:6])[cH:12][cH:11][cH:10]1)=[CH:14][C:15](=[O:16])[O:17][CH2:18][CH3:19]. Reactants: ClC1=CC=C(C=C1)C1(CC1)C1=NSC(O1)=O (5-[1-(4-chlorophenyl)cyclopropyl]-1,3,4-oxathiazol-2-one), S(=O)(=O)(C1=CC=C(C)C=C1)C#N (tosyl cyanide), CCCCC (pentane). Run in ClC1=C(C=CC=C1)Cl (1,2-dichlorobenzene). Yields the product ClC1=CC=C(C=C1)C1(CC1)C1=NSC(=N1)S(=O)(=O)C1=CC=C(C=C1)C (3-[1-(4-Chlorophenyl)cyclopropyl]-5-[(4-methylphenyl)sulphonyl]-1,2,4-thiadiazole). Yield: 83.5%. As a reaction SMILES: [Cl:1][C:2]1[CH:7]=[CH:6][C:5]([C:8]2([C:11]3OC(=O)[S:13][N:12]=3)[CH2:10][CH2:9]2)=[CH:4][CH:3]=1.[S:17]([C:27]#[N:28])([C:20]1[CH:26]=[CH:25][C:23]([CH3:24])=[CH:22][CH:21]=1)(=[O:19])=[O:18].CCCCC>ClC1C=CC=CC=1Cl>[Cl:1][C:2]1[CH:3]=[CH:4][C:5]([C:8]2([C:11]3[N:28]=[C:27]([S:17]([C:20]4[CH:26]=[CH:25][C:23]([CH3:24])=[CH:22][CH:21]=4)(=[O:19])=[O:18])[S:13][N:12]=3)[CH2:10][CH2:9]2)=[CH:6][CH:7]=1. Procedure: 5.00 g (19.71 mmol) of 5-[1-(4-chlorophenyl)cyclopropyl]-1,3,4-oxathiazol-2-one and 3.75 g (20.69 mmol) of tosyl cyanide are stirred in 14 ml of 1,2-dichlorobenzene at 160° C. for 1 h. Subsequently, the reaction mixture is cooled, 10 ml of pentane are added and the precipitate is filtered off and dried under vacuum. 6.43 g of product are obtained (86.7% purity, 72.3% yield; log P (pH2.3)=4.97). The reactants are CC(CCOCC1=CC(=CC=C1)[N+](=O)[O-])C (1-(3-methylbutoxy)methyl-3-nitrobenzene). Run in ClCCl (dichloromethane). The product is CC(CCOCC=1C=C(N)C=CC1)C (3-[(3-methylbutoxy)methyl]aniline). Yield: 97.1%. Reaction SMILES: [CH3:1][CH:2]([CH3:16])[CH2:3][CH2:4][O:5][CH2:6][C:7]1[CH:12]=[CH:11][CH:10]=[C:9]([N+:13]([O-])=O)[CH:8]=1>ClCCl>[CH3:1][CH:2]([CH3:16])[CH2:3][CH2:4][O:5][CH2:6][C:7]1[CH:8]=[C:9]([CH:10]=[CH:11][CH:12]=1)[NH2:13]. Procedure details: After condensing the filtrate together with the ethanol washings, the condensate was dissolved into 300 ml of dichloromethane and after washing the thus formed solution with an aqueous 10% sodium carbonate solution, then with an aqueous saturated sodium chloride solution, the thus washed solution was dried over anhydrous potassium carbonate. By distilling the solvent off from the thus dried solution and fractionally distilling the residue, 109.2 g of a fraction boiling at 105° to 106° C. (0.19 m...